From a dataset of the Open Reaction Database (ORD), a public repository of structured organic reaction records. describe an organic reaction: reactants, conditions, products, and yield Reported procedure: Prepared from 4-((4aR,10bS)-9-ethoxy-8-methoxy-2-methyl-1,2,3,4,4a,10b-hexahydro-benzo[c][1,6]-naphthyridin-6-yl)benzoic acid and rac-phenyl-acetic acid 3-isopropylamino-butyl ester as described for example 1. Starting materials: C(C)OC1=CC2=C(C(=N[C@@H]3CCN(C[C@H]23)C)C2=CC=C(C(=O)O)C=C2)C=C1OC (4-((4aR,10bS)-9-ethoxy-8-methoxy-2-methyl-1,2,3,4,4a,10b-hexahydro-benzo[c][1,6]-naphthyridin-6-yl)benzoic acid), C(C)(C)NC(CCOC(CC1=CC=CC=C1)=O)C (rac-phenyl-acetic acid 3-isopropylamino-butyl ester). As a reaction SMILES: [CH2:1]([O:3][C:4]1[C:27]([O:28][CH3:29])=[CH:26][C:7]2[C:8]([C:17]3[CH:25]=[CH:24][C:20]([C:21]([OH:23])=O)=[CH:19][CH:18]=3)=[N:9][C@H:10]3[C@@H:15]([C:6]=2[CH:5]=1)[CH2:14][N:13]([CH3:16])[CH2:12][CH2:11]3)[CH3:2].[CH:30]([NH:33][CH:34]([CH3:47])[CH2:35][CH2:36][O:37][C:38](=[O:46])[CH2:39][C:40]1[CH:45]=[CH:44][CH:43]=[CH:42][CH:41]=1)([CH3:32])[CH3:31]>>[CH2:1]([O:3][C:4]1[C:27]([O:28][CH3:29])=[CH:26][C:7]2[C:8]([C:17]3[CH:18]=[CH:19][C:20]([C:21]([N:33]([CH:30]([CH3:32])[CH3:31])[CH:34]([CH3:47])[CH2:35][CH2:36][O:37][C:38](=[O:46])[CH2:39][C:40]4[CH:45]=[CH:44][CH:43]=[CH:42][CH:41]=4)=[O:23])=[CH:24][CH:25]=3)=[N:9][C@H:10]3[C@@H:15]([C:6]=2[CH:5]=1)[CH2:14][N:13]([CH3:16])[CH2:12][CH2:11]3)[CH3:2]. Product: C(C)OC1=CC2=C(C(=N[C@@H]3CCN(C[C@H]23)C)C2=CC=C(C=C2)C(=O)N(C(CCOC(CC2=CC=CC=C2)=O)C)C(C)C)C=C1OC (Phenyl-acetic acid 3-({1-[4((4aR,10bS)-9-ethoxy-8-methoxy-2-methyl-1,2,3,4,4a,10b-hexahydro-benzo[c][1,6]naphthyridin-6-yl)-phenyl]-methanoyl}-isopropyl-amino)-butyl ester). Starting materials: ClCC1=C(C=CC=C1)S(=O)(=O)NC(=O)NC1=NC(=CC(=N1)OC)OC (2-(chloromethyl)-N-[(4,6-dimethoxypyrimidin-2-yl)aminocarbonyl]benzenesulfonamide), N1CCCC1 (pyrrolidine), [K+].[Br-] (KBr). Run in CN(C=O)C (dimethylformamide). Run at time 3.5 hour. Yields the product Cl.N1(CCCC1)CC1=C(C=CC=C1)S(=O)(=O)NC(=O)NC1=NC(=CC(=N1)OC)OC (2-(1-Pyrrolidinylmethyl)-N-[(4,6-dimethoxypyrimidin-2-yl)aminocarbonyl]benzenesulfonamide, hydrochloride salt). As a reaction SMILES: [Cl:1][CH2:2][C:3]1[CH:8]=[CH:7][CH:6]=[CH:5][C:4]=1[S:9]([NH:12][C:13]([NH:15][C:16]1[N:21]=[C:20]([O:22][CH3:23])[CH:19]=[C:18]([O:24][CH3:25])[N:17]=1)=[O:14])(=[O:11])=[O:10].[NH:26]1[CH2:30][CH2:29][CH2:28][CH2:27]1.[K+].[Br-]>CN(C)C=O>[ClH:1].[N:26]1([CH2:2][C:3]2[CH:8]=[CH:7][CH:6]=[CH:5][C:4]=2[S:9]([NH:12][C:13]([NH:15][C:16]2[N:21]=[C:20]([O:22][CH3:23])[CH:19]=[C:18]([O:24][CH3:25])[N:17]=2)=[O:14])(=[O:11])=[O:10])[CH2:30][CH2:29][CH2:28][CH2:27]1 |f:2.3,5.6|. Procedure: A slurry of 2-(chloromethyl)-N-[(4,6-dimethoxypyrimidin-2-yl)aminocarbonyl]benzenesulfonamide (1.00 g) in dimethylformamide (5 ml) was contacted with pyrrolidine (0.45 ml) and stirred for 3.5 hrs. Volatiles were removed under vacuum and the residue was taken up in methanol. Solvent was removed and the water (15 ml) was added and the pH was adjusted to 6.0 by addition of dilute hydrochloric acid. Cooling and scratching produced a white solid which was collected and dried to give 488 mg, m.p. 117°... The reactants are NC1=C(C=NN1C1=NN(C(=C1)OC(F)F)C)C#N (5-Amino-1-(5-difluoromethoxy-1-methyl-3-pyrazolyl)-4-pyrazolecarbonitrile), BrBr (bromine). The solvent is C(C)(=O)O (acetic acid). Run at time 15 minute. The product is NC1=C(C=NN1C1=NN(C(=C1Br)OC(F)F)C)C#N (5-Amino-1-(4-bromo-5-difluoromethoxy-1-methyl-3-pyrazolyl)-4-pyrazolecarbonitrile). RXN SMILES: [NH2:1][C:2]1[N:6]([C:7]2[CH:11]=[C:10]([O:12][CH:13]([F:15])[F:14])[N:9]([CH3:16])[N:8]=2)[N:5]=[CH:4][C:3]=1[C:17]#[N:18].[Br:19]Br>C(O)(=O)C>[NH2:1][C:2]1[N:6]([C:7]2[C:11]([Br:19])=[C:10]([O:12][CH:13]([F:14])[F:15])[N:9]([CH3:16])[N:8]=2)[N:5]=[CH:4][C:3]=1[C:17]#[N:18]. Procedure: 5.0 g (20 mmol) 5-Amino-1-(5-difluoromethoxy-1-methyl-3-pyrazolyl)-4-pyrazolecarbonitrile was dissolved in 80 ml acetic acid. At room temperature, 1.2 ml (23 mmol) bromine was added, dropwise. After stirring for 15 minutes, the mixture was concentrated and stirred with diisopropyl ether/propanol. The solid material was suction filtered and dried. The reactants are COCOC1=C(C=CC=C1)CC1=C(C(=CC=C1)OC)O ((2-Methoxymethoxyphenyl)(2-hydroxy-3-methoxyphenyl)methane). The solvent is CO (methanol), C1(=CC=C(C=C1)S(=O)(=O)O)C (p-toluene sulfonic acid). Yields the product OC1=C(C=CC=C1)CC1=C(C(=CC=C1)OC)O ((2-Hydroxyphenyl)-(2-hydroxy-3-methoxyphenyl)methane). As a reaction SMILES: COC[O:4][C:5]1[CH:10]=[CH:9][CH:8]=[CH:7][C:6]=1[CH2:11][C:12]1[CH:17]=[CH:16][CH:15]=[C:14]([O:18][CH3:19])[C:13]=1[OH:20]>CO.C1(C)C=CC(S(O)(=O)=O)=CC=1>[OH:4][C:5]1[CH:10]=[CH:9][CH:8]=[CH:7][C:6]=1[CH2:11][C:12]1[CH:17]=[CH:16][CH:15]=[C:14]([O:18][CH3:19])[C:13]=1[OH:20]. Procedure: (2-Methoxymethoxyphenyl)(2-hydroxy-3-methoxyphenyl)methane (3.95 g, 14 mmol) was dissolved in 150 ml of methanol containing 0.026 g of p-toluene sulfonic acid and the mixture was heated at reflux overnight. The volatiles were then removed by evaporation under reduced pressure and the solid that remained was taken up in ether. The ethereal solution was extracted with saturated aqueous sodium bicarbonate, dried over magnesium sulfate, and concentrated by evaporation under reduced pressure. The whi... Reactants: [N+](=O)([O-])C=1C=C2CC(N(C2=CC1)CCN1CCN(CC1)CC1=CC=CC=C1)=O (1,3-Dihydro-5-nitro-1-[2-[4-(phenylmethyl)-1-piperazinyl]ethyl]-2H-indol-2-one). Reagents/catalysts: [Pd] (palladium on carbon). Solvent: C(C)O (ethanol). Conditions: time 1 hour. Yields the product NC=1C=C2CC(N(C2=CC1)CCN1CCN(CC1)CC1=CC=CC=C1)=O (5-Amino-1,3-dihydro-1-[2-[4-(phenylmethyl)-1-piperazinyl]ethyl]-2H-indol-2-one). Reaction SMILES: [N+:1]([C:4]1[CH:5]=[C:6]2[C:10](=[CH:11][CH:12]=1)[N:9]([CH2:13][CH2:14][N:15]1[CH2:20][CH2:19][N:18]([CH2:21][C:22]3[CH:27]=[CH:26][CH:25]=[CH:24][CH:23]=3)[CH2:17][CH2:16]1)[C:8](=[O:28])[CH2:7]2)([O-])=O>C(O)C.[Pd]>[NH2:1][C:4]1[CH:5]=[C:6]2[C:10](=[CH:11][CH:12]=1)[N:9]([CH2:13][CH2:14][N:15]1[CH2:16][CH2:17][N:18]([CH2:21][C:22]3[CH:27]=[CH:26][CH:25]=[CH:24][CH:23]=3)[CH2:19][CH2:20]1)[C:8](=[O:28])[CH2:7]2. Procedure details: 1,3-Dihydro-5-nitro-1-[2-[4-(phenylmethyl)-1-piperazinyl]ethyl]-2H-indol-2-one (200 mg) in ethanol (100 ml) containing 5% palladium on carbon (60 mg) was stirred under an atmosphere of hydrogen at STP for 1 hour. The catalyst was filtered off, the filtrate evaporated to dryness, and the residue purified by flash chromatography on silica gel. Starting materials: IC1=NC(=CC(=C1)C)C1=CC=C(C=C1)C(F)(F)F (2-iodo-4-methyl-6-(4-trifluoromethyl-phenyl)pyridine), ClC1=NC=CC(=N1)Cl (2,4-dichloropyrimidine). The reagents and catalysts are C(C)(C)[Mg]Cl.[Cl-].[Cl-].[Zn+2] (i-PrMgCl ZnCl2). Yields the product ClC1=NC=CC(=N1)C1=NC(=CC(=C1)C)C1=CC=C(C=C1)C(F)(F)F (2-Chloro-4-[4-methyl-6-(4-trifluoromethyl-phenyl)-pyridin-2-yl]-pyrimidine), solid. Isolated yield 37.0%. As a reaction SMILES: I[C:2]1[CH:7]=[C:6]([CH3:8])[CH:5]=[C:4]([C:9]2[CH:14]=[CH:13][C:12]([C:15]([F:18])([F:17])[F:16])=[CH:11][CH:10]=2)[N:3]=1.[Cl:19][C:20]1[N:25]=[C:24](Cl)[CH:23]=[CH:22][N:21]=1>C([Mg]Cl)(C)C.[Cl-].[Cl-].[Zn+2]>[Cl:19][C:20]1[N:25]=[C:24]([C:2]2[CH:7]=[C:6]([CH3:8])[CH:5]=[C:4]([C:9]3[CH:14]=[CH:13][C:12]([C:15]([F:18])([F:17])[F:16])=[CH:11][CH:10]=3)[N:3]=2)[CH:23]=[CH:22][N:21]=1 |f:2.3.4.5|. Procedure details: The title compound was prepared from 2-iodo-4-methyl-6-(4-trifluoromethyl-phenyl)pyridine (example A.58) (2.55 g, 7.0 mmol), i-PrMgCl/ZnCl2 and commercially available 2,4-dichloropyrimidine (1.08 g, 7.21 mmol) according to the general procedure IVc protocol b. Obtained as a light brown solid (0.896 g, 37%). MS (ISP) 350.3 [(M+H)+] and 352 [(M+2+H)+].